From a dataset of the Open Reaction Database (ORD), a public repository of structured organic reaction records. describe an organic reaction: reactants, conditions, products, and yield Starting materials: C(C)(=O)OCC1=C(C=CC(=C1)NC(=O)NS(=O)(=O)C=1SC(=CC1)Cl)N1C(C2=CC(=C(C=C2C=C1)NC)F)=O (5-[({[(5-chlorothien-2-yl)sulfonyl]amino}carbonyl)amino]-2-[7-fluoro-6-(methylamino)-1-oxoisoquinolin-2(1H)-yl]benzyl acetate), C(=O)(C(F)(F)F)O (TFA). Product: ClC1=CC=C(S1)S(=O)(=O)NC(=O)NC1=CC(=C(C=C1)N1C(C2=CC(=C(C=C2C=C1)NC)F)=O)CO (5-chloro-N-({[4-[7-fluoro-6-(methylamino)-1-oxoisoquinolin-2(1H)-yl]-3-(hydroxymethyl)phenyl]amino}carbonyl)thiophene-2-sulfonamide). Reaction SMILES: C([O:4][CH2:5][C:6]1[CH:11]=[C:10]([NH:12][C:13]([NH:15][S:16]([C:19]2[S:20][C:21]([Cl:24])=[CH:22][CH:23]=2)(=[O:18])=[O:17])=[O:14])[CH:9]=[CH:8][C:7]=1[N:25]1[CH:34]=[CH:33][C:32]2[C:27](=[CH:28][C:29]([F:37])=[C:30]([NH:35][CH3:36])[CH:31]=2)[C:26]1=[O:38])(=O)C.C(O)(C(F)(F)F)=O>>[Cl:24][C:21]1[S:20][C:19]([S:16]([NH:15][C:13]([NH:12][C:10]2[CH:9]=[CH:8][C:7]([N:25]3[CH:34]=[CH:33][C:32]4[C:27](=[CH:28][C:29]([F:37])=[C:30]([NH:35][CH3:36])[CH:31]=4)[C:26]3=[O:38])=[C:6]([CH2:5][OH:4])[CH:11]=2)=[O:14])(=[O:17])=[O:18])=[CH:23][CH:22]=1. Procedure: This analog compound was obtained from hydrolysis of the intermediate, Boc protected compound of Example 62, then followed by TFA deprotection to give 5-chloro-N-({[4-[7-fluoro-6-(methylamino)-1-oxoisoquinolin-2(1H)-yl]-3-(hydroxymethyl)phenyl]amino}carbonyl)thiophene-2-sulfonamide. ES-MS (M+H)+=537, 539(Cl).